This data is from the Open Reaction Database (ORD), a public repository of structured organic reaction records. The task is: describe an organic reaction: reactants, conditions, products, and yield Reactants: N1(CCCC1)CC1=CC=C(C=C1)N1CCC(CC1)C=O (1-(4-Pyrrolidin-1-ylmethyl-phenyl)-piperidine-4-carbaldehyde), OC1CCNCC1 (4-hydroxypiperidine). The product is N1(CCCC1)CC1=CC=C(C=C1)N1CCC(CC1)CN1CCC(CC1)O (1-{1-(4-Pyrrolidin-1-ylmethyl-phenyl)-piperidin-4-ylmethyl}-piperidin-4-ol). RXN SMILES: [N:1]1([CH2:6][C:7]2[CH:12]=[CH:11][C:10]([N:13]3[CH2:18][CH2:17][CH:16]([CH:19]=O)[CH2:15][CH2:14]3)=[CH:9][CH:8]=2)[CH2:5][CH2:4][CH2:3][CH2:2]1.[OH:21][CH:22]1[CH2:27][CH2:26][NH:25][CH2:24][CH2:23]1>>[N:1]1([CH2:6][C:7]2[CH:12]=[CH:11][C:10]([N:13]3[CH2:14][CH2:15][CH:16]([CH2:19][N:25]4[CH2:26][CH2:27][CH:22]([OH:21])[CH2:23][CH2:24]4)[CH2:17][CH2:18]3)=[CH:9][CH:8]=2)[CH2:2][CH2:3][CH2:4][CH2:5]1. Reported procedure: Prepared from the product of Example 16 and 4-hydroxypiperidine.